From a dataset of the Open Reaction Database (ORD), a public repository of structured organic reaction records. describe an organic reaction: reactants, conditions, products, and yield Reactants: COC(=O)C=P(c1ccccc1)(c1ccccc1)c1ccccc1, ClC(Cl)(Cl)Cl, CCCC(=CC=O)c1ccc(OC)cc1, ClCCl. Yields the product CCCC(=CC=CC(=O)OC)c1ccc(OC)cc1. As a reaction SMILES: [C:16](=[O:17])([O:18][CH3:19])[CH:20]=[P:21]([c:22]1[cH:23][cH:24][cH:25][cH:26][cH:27]1)([c:28]1[cH:29][cH:30][cH:31][cH:32][cH:33]1)[c:34]1[cH:35][cH:36][cH:37][cH:38][cH:39]1.[C:40]([Cl:41])([Cl:42])([Cl:43])[Cl:44].[CH3:1][O:2][c:3]1[cH:4][cH:5][c:6]([C:9](=[CH:10][CH:11]=[O:12])[CH2:13][CH2:14][CH3:15])[cH:7][cH:8]1.[Cl:45][CH2:46][Cl:47]>>[CH3:1][O:2][c:3]1[cH:4][cH:5][c:6]([C:9](=[CH:10][CH:11]=[CH:20][C:16](=[O:17])[O:18][CH3:19])[CH2:13][CH2:14][CH3:15])[cH:7][cH:8]1. Reaction SMILES: [Cl:1][C:2]1[CH:3]=[CH:4][C:5]([O:32][CH3:33])=[C:6]([N:8]2[CH2:13][CH2:12][N:11]([CH2:14][CH2:15][NH:16][C:17]3[N:22]=[C:21]([C:23]([N:25]4[CH2:30][CH2:29][CH:28]([NH2:31])[CH2:27][CH2:26]4)=[O:24])[CH:20]=[CH:19][N:18]=3)[CH2:10][CH2:9]2)[CH:7]=1.CS[C:36]1[NH:37][CH:38]=[CH:39][C:40](=[O:42])[N:41]=1>C1(C)C=CC=C(C)C=1>[Cl:1][C:2]1[CH:3]=[CH:4][C:5]([O:32][CH3:33])=[C:6]([N:8]2[CH2:9][CH2:10][N:11]([CH2:14][CH2:15][NH:16][C:17]3[N:22]=[C:21]([C:23]([N:25]4[CH2:26][CH2:27][CH:28]([NH:31][C:36]5[NH:37][CH:38]=[CH:39][C:40](=[O:42])[N:41]=5)[CH2:29][CH2:30]4)=[O:24])[CH:20]=[CH:19][N:18]=3)[CH2:12][CH2:13]2)[CH:7]=1. Reported procedure: 2.3 g (4.9 mmol) of 1-[2-[[2-[4-(5-chloro-2-methoxyphenyl)piperazin-1-yl]ethyl]amino]pyrimidin-4-ylcarbonyl]piperidin-4-amine, and 0.9 g (6.3 mmols) of 2-methylthiopyrimidin-4(1H)-one in solution in 40 ml of m-xylene are introduced into a 0.5 l, round bottomed flask and the mixture is heated at reflux of the m-xylene for 14 hours. The reaction mixture is cooled to room temperature and the solvent is then evaporated under reduced pressure. The crude product is purified by chromatography on a sili... Solvent: C1(=CC(=CC=C1)C)C (m-xylene), C1(=CC(=CC=C1)C)C (m-xylene). Product: ClC=1C=CC(=C(C1)N1CCN(CC1)CCNC1=NC=CC(=N1)C(=O)N1CCC(CC1)NC=1NC=CC(N1)=O)OC (2-[[1-[2-[[2-[4-(5-Chloro-2-methoxyphenyl)piperazin-1-yl]ethyl]amino]pyrimidin-4-ylcarbonyl]piperidin-4-yl]amino]pyrimidin-4(1H)-one). Reactants: ClC=1C=CC(=C(C1)N1CCN(CC1)CCNC1=NC=CC(=N1)C(=O)N1CCC(CC1)N)OC (1-[2-[[2-[4-(5-chloro-2-methoxyphenyl)piperazin-1-yl]ethyl]amino]pyrimidin-4-ylcarbonyl]piperidin-4-amine), CSC=1NC=CC(N1)=O (2-methylthiopyrimidin-4(1H)-one). The yield is 55.9%. Reactants: Cc1cc2cc(N)ccc2[nH]1, CC(C)(O)c1cccc(-c2cc3nccc(Cl)c3s2)n1. Yields the product Cc1cc2cc(Nc3ccnc4cc(-c5cccc(C(C)(C)O)n5)sc34)ccc2[nH]1. As a reaction SMILES: [CH3:21][c:22]1[nH:23][c:24]2[cH:25][cH:26][c:27]([NH2:31])[cH:28][c:29]2[cH:30]1.[Cl:1][c:2]1[c:3]2[c:4]([n:5][cH:6][cH:7]1)[cH:8][c:9](-[c:11]1[cH:12][cH:13][cH:14][c:15]([C:17]([CH3:18])([CH3:19])[OH:20])[n:16]1)[s:10]2>>[c:2]1([NH:31][c:27]2[cH:26][cH:25][c:24]3[nH:23][c:22]([CH3:21])[cH:30][c:29]3[cH:28]2)[c:3]2[c:4]([n:5][cH:6][cH:7]1)[cH:8][c:9](-[c:11]1[cH:12][cH:13][cH:14][c:15]([C:17]([CH3:18])([CH3:19])[OH:20])[n:16]1)[s:10]2.